From a dataset of the Open Reaction Database (ORD), a public repository of structured organic reaction records. describe an organic reaction: reactants, conditions, products, and yield The reactants are C[O-].[Na+] (sodium methoxide), C(=O)(N1C=NC=C1)N1C=NC=C1 (1,1'-carbonyldiimidazole), COC1=CC=C(CSC2=CC=NC=C2C(=O)O)C=C1 (4-(4-methoxybenzylthio)-nicotinic acid). The solvent is CO (methanol), CN(C=O)C (N,N-dimethylformamide), CO (methanol). Reaction conditions: time 2 hour. Yields the product COC1=CC=C(CSC2=CC=NC=C2C(=O)OC)C=C1 (Methyl 4-(4-methoxybenzylthio)nicotinate). Reaction SMILES: [CH3:1][O:2][C:3]1[CH:19]=[CH:18][C:6]([CH2:7][S:8][C:9]2[C:14]([C:15]([OH:17])=[O:16])=[CH:13][N:12]=[CH:11][CH:10]=2)=[CH:5][CH:4]=1.[C:20](N1C=CN=C1)(N1C=CN=C1)=O.C[O-].[Na+]>CN(C)C=O.CO>[CH3:1][O:2][C:3]1[CH:4]=[CH:5][C:6]([CH2:7][S:8][C:9]2[C:14]([C:15]([O:17][CH3:20])=[O:16])=[CH:13][N:12]=[CH:11][CH:10]=2)=[CH:18][CH:19]=1 |f:2.3|. Procedure details: A suspension of 2.2 g (0.008 mole) of 4-(4-methoxybenzylthio)-nicotinic acid in 30 mL of dry N,N-dimethylformamide was reacted with 1.78 g (0.011 mole) of 1,1'-carbonyldiimidazole. This was stirred at room temperature for 2 hours, then 0.5 mL of 4.3M sodium methoxide in methanol and 5 mL of methanol. The reaction was stirred for 1 hour at room temperature, then partitioned between 75 mL of ether and 30 mL of water. The ether layer was extracted with 2×30 mL of water, dried, concentrated to a sma...